From a dataset of the Open Reaction Database (ORD), a public repository of structured organic reaction records. describe an organic reaction: reactants, conditions, products, and yield Starting materials: [H-].[Na+] (sodium hydride), C(C)(C)(C)OC(=O)N1CC(CC1)(C(COS(=O)(=O)C)(F)F)NC(=O)OCC1=CC=CC=C1 (3-benzyloxycarbonylamino-3-(1,1-difluoro-2-methanesulfonyloxyethyl)pyrrolidine-1-carboxylic acid tert-butyl ester), O (water). Solvent: CN(C=O)C (N,N-dimethylformamide). Run at time 1 hour. The product is C(C)(C)(C)OC(=O)N1CC2(C(CN2C(=O)OCC2=CC=CC=C2)(F)F)CC1 (3,3-difluoro-1,6-diazaspiro[3,4]octane-1,6-dicarboxylic acid 1-benzyl ester 6-tert-butyl ester). Isolated yield 87.9%. Reaction SMILES: [C:1]([O:5][C:6]([N:8]1[CH2:12][CH2:11][C:10]([NH:22][C:23]([O:25][CH2:26][C:27]2[CH:32]=[CH:31][CH:30]=[CH:29][CH:28]=2)=[O:24])([C:13]([F:21])([F:20])[CH2:14]OS(C)(=O)=O)[CH2:9]1)=[O:7])([CH3:4])([CH3:3])[CH3:2].[H-].[Na+].O>CN(C)C=O>[C:1]([O:5][C:6]([N:8]1[CH2:12][CH2:11][C:10]2([N:22]([C:23]([O:25][CH2:26][C:27]3[CH:28]=[CH:29][CH:30]=[CH:31][CH:32]=3)=[O:24])[CH2:14][C:13]2([F:21])[F:20])[CH2:9]1)=[O:7])([CH3:2])([CH3:3])[CH3:4] |f:1.2|. Procedure: To a solution of an optically-active compound of 3-benzyloxycarbonylamino-3-(1,1-difluoro-2-methanesulfonyloxyethyl)pyrrolidine-1-carboxylic acid tert-butyl ester (565 mg) in N,N-dimethylformamide (17 ml) cooled to 0° C. was added sodium hydride (71 mg, with 40% mineral oil), and the mixture was stirred at the same temperature for 1 hour. To the reaction mixture was added water, and the mixture was extracted with ethyl acetate. The organic layer was washed with saturated aqueous sodium chloride ... Starting materials: nitrile, BrC=1C=C(C=O)C=CC1OC (3-Bromo-anisaldehyde), [Cu](C#N)C#N (copper cyanide), CN(C)C=O (DMF). The reagents and catalysts are [N+](=O)([O-])[O-].[Fe+2].[N+](=O)([O-])[O-] (iron nitrate). The solvent is O (H2O), OS(=O)(=O)O (H2SO4), O (H2O). Run at temperature 23 celsius, time 10 minute. Product: C(N)(=O)C=1C=C(C=O)C=CC1OC (3-carbamoyl-4-methoxy-benzaldehyde). Yield: 45.0%. As a reaction SMILES: Br[C:2]1[CH:3]=[C:4]([CH:7]=[CH:8][C:9]=1[O:10][CH3:11])[CH:5]=[O:6].[Cu](C#N)C#N.C[N:18]([CH:20]=[O:21])C>O.OS(O)(=O)=O.[N+]([O-])([O-])=O.[Fe+2].[N+]([O-])([O-])=O>[C:20]([C:2]1[CH:3]=[C:4]([CH:7]=[CH:8][C:9]=1[O:10][CH3:11])[CH:5]=[O:6])(=[O:21])[NH2:18] |f:5.6.7|. Procedure details: 3-Bromo-anisaldehyde (8.0 g, 37.2 mmol) and copper cyanide (4.0 g, 44.67 mmol) were stirred in DMF (100 mL) at 150° C. for 16 h. To this was added an iron nitrate solution (20 g iron(III) nitrate, 6 mL concentrated HCl, 40 mL H2O), and the mixture stirred 10 min before it was allowed to cool to 23° C. The reaction was then diluted with H2O (200 mL) and extracted with CHCl3 (3×80 mL). organic layers were combined and solvents were removed, taking care to pump off the residual DMF. The brown-green... The product is NC1=C2C(=NC=N1)N(N=C2C2=CC=C(C=C2)OC2=CC=CC=C2)C2CCN(CC2)CC(=O)O (2-{4-[4-amino-3-(4-phenoxyphenyl)-1H-pyrazolo[3,4-d]pyrimidin-1-yl]piperidino}acetic acid). Starting materials: aqueous solution, Cl (hydrochloride), NC1=C2C(=NC=N1)N(N=C2C2=CC=C(C=C2)OC2=CC=CC=C2)C2CCN(CC2)CC(=O)OC(C)(C)C (tert-butyl 2-{4-[4-amino-3-(4-phenoxyphenyl)-1H-pyrazolo[3,4-d]pyrimidin-1-yl]piperidino}acetate). Conditions: temperature 45 celsius, time 2 hour. The yield is 100.0%. Run in CC(=O)C (acetone). Procedure: 2 mL of an 6 N aqueous solution of hydrochloride were added to the mixture of tert-butyl 2-{4-[4-amino-3-(4-phenoxyphenyl)-1H-pyrazolo[3,4-d]pyrimidin-1-yl]piperidino}acetate (0.10 g, 0.0002 mol) in acetone (5 mL). The mixture was stirred at 45° C. for 2 hours. The solvent was removed under reduced pressure. Water (10 mL) was added into the residue, and the mixture was lyophilized to yield 2-{4-[4-amino-3-(4-phenoxyphenyl)-1H-pyrazolo[3,4-d]pyrimidin-1-yl]piperidino}acetic acid (0.010 g, 0.0002 ... As a reaction SMILES: Cl.[NH2:2][C:3]1[N:8]=[CH:7][N:6]=[C:5]2[N:9]([CH:25]3[CH2:30][CH2:29][N:28]([CH2:31][C:32]([O:34]C(C)(C)C)=[O:33])[CH2:27][CH2:26]3)[N:10]=[C:11]([C:12]3[CH:17]=[CH:16][C:15]([O:18][C:19]4[CH:24]=[CH:23][CH:22]=[CH:21][CH:20]=4)=[CH:14][CH:13]=3)[C:4]=12>CC(C)=O>[NH2:2][C:3]1[N:8]=[CH:7][N:6]=[C:5]2[N:9]([CH:25]3[CH2:30][CH2:29][N:28]([CH2:31][C:32]([OH:34])=[O:33])[CH2:27][CH2:26]3)[N:10]=[C:11]([C:12]3[CH:13]=[CH:14][C:15]([O:18][C:19]4[CH:20]=[CH:21][CH:22]=[CH:23][CH:24]=4)=[CH:16][CH:17]=3)[C:4]=12. Starting materials: CCCCCCCCC(NC1C(=O)N(CC(=O)O)c2ccccc2SC1c1ccccc1)C(=O)OCC, CCO, Cl, [Na+], [OH-]. Product: CCCCCCCCC(NC1C(=O)N(CC(=O)O)c2ccccc2SC1c1ccccc1)C(=O)O. Reaction SMILES: [C:2](=[O:3])([OH:4])[CH2:5][N:6]1[C:7](=[O:38])[CH:8]([NH:23][CH:24]([CH2:25][CH2:26][CH2:27][CH2:28][CH2:29][CH2:30][CH2:31][CH3:32])[C:33](=[O:34])[O:35][CH2:36][CH3:37])[CH:9]([c:17]2[cH:18][cH:19][cH:20][cH:21][cH:22]2)[S:10][c:11]2[c:12]1[cH:13][cH:14][cH:15][cH:16]2.[CH3:41][CH2:42][OH:43].[ClH:1].[Na+:40].[OH-:39]>>[C:2](=[O:3])([OH:4])[CH2:5][N:6]1[C:7](=[O:38])[CH:8]([NH:23][CH:24]([CH2:25][CH2:26][CH2:27][CH2:28][CH2:29][CH2:30][CH2:31][CH3:32])[C:33](=[O:34])[OH:35])[CH:9]([c:17]2[cH:18][cH:19][cH:20][cH:21][cH:22]2)[S:10][c:11]2[c:12]1[cH:13][cH:14][cH:15][cH:16]2. As a reaction SMILES: [CH3:44][S:45]([OH:46])(=[O:47])=[O:48].[OH:1][CH2:2][CH2:3][c:4]1[cH:5][cH:6][c:7]([CH:10]2[CH:11]([O:23][CH2:24][c:25]3[cH:26][c:27]4[cH:28][cH:29][cH:30][cH:31][c:32]4[c:33]([O:35][CH2:36][O:37][CH2:38][CH2:39][Si:40]([CH3:41])([CH3:42])[CH3:43])[cH:34]3)[CH2:12][N:13]([C:16](=[O:17])[O:18][C:19]([CH3:20])([CH3:21])[CH3:22])[CH2:14][CH2:15]2)[cH:8][cH:9]1.[SH:49][c:50]1[n:51][cH:52][cH:53][cH:54][n:55]1>>[CH2:2]([CH2:3][c:4]1[cH:5][cH:6][c:7]([CH:10]2[CH:11]([O:23][CH2:24][c:25]3[cH:26][c:27]4[cH:28][cH:29][cH:30][cH:31][c:32]4[c:33]([O:35][CH2:36][O:37][CH2:38][CH2:39][Si:40]([CH3:41])([CH3:42])[CH3:43])[cH:34]3)[CH2:12][N:13]([C:16](=[O:17])[O:18][C:19]([CH3:20])([CH3:21])[CH3:22])[CH2:14][CH2:15]2)[cH:8][cH:9]1)[S:49][c:50]1[n:51][cH:52][cH:53][cH:54][n:55]1. The reactants are CS(=O)(=O)O, CC(C)(C)OC(=O)N1CCC(c2ccc(CCO)cc2)C(OCc2cc(OCOCC[Si](C)(C)C)c3ccccc3c2)C1, Sc1ncccn1. The product is CC(C)(C)OC(=O)N1CCC(c2ccc(CCSc3ncccn3)cc2)C(OCc2cc(OCOCC[Si](C)(C)C)c3ccccc3c2)C1. The reactants are COC=1C=C(CC2NCCC3=CC(=CC(=C23)OC)OC)C=CC1OC (1-(3,4-Dimethoxy-benzyl)-6,8-dimethoxy-1,2,3,4-tetrahydroisoquinoline), BrCC(=O)Br (2-bromoacetyl bromide), N[C@H]1[C@H](CC2=CC=CC=C12)O ((1R,2S)-1-amino-2-indanol). The product is COC=1C=C(CC2N(CCC3=CC(=CC(=C23)OC)OC)CC(=O)N[C@H]2[C@H](CC3=CC=CC=C23)O)C=CC1OC (2-[1-(3,4-Dimethoxy-benzyl)-6,8-dimethoxy-3,4-dihydro-1H-isoquinolin-2-yl]-N-[(1R,2S)-2-hydroxy-indan-1-yl]-acetamide). RXN SMILES: [CH3:1][O:2][C:3]1[CH:4]=[C:5]([CH:21]=[CH:22][C:23]=1[O:24][CH3:25])[CH2:6][CH:7]1[C:16]2[C:11](=[CH:12][C:13]([O:19][CH3:20])=[CH:14][C:15]=2[O:17][CH3:18])[CH2:10][CH2:9][NH:8]1.Br[CH2:27][C:28](Br)=[O:29].[NH2:31][C@@H:32]1[C:40]2[C:35](=[CH:36][CH:37]=[CH:38][CH:39]=2)[CH2:34][C@@H:33]1[OH:41]>>[CH3:1][O:2][C:3]1[CH:4]=[C:5]([CH:21]=[CH:22][C:23]=1[O:24][CH3:25])[CH2:6][CH:7]1[C:16]2[C:11](=[CH:12][C:13]([O:19][CH3:20])=[CH:14][C:15]=2[O:17][CH3:18])[CH2:10][CH2:9][N:8]1[CH2:27][C:28]([NH:31][C@@H:32]1[C:40]2[C:35](=[CH:36][CH:37]=[CH:38][CH:39]=2)[CH2:34][C@@H:33]1[OH:41])=[O:29]. Procedure: prepared by reaction of 1-(3,4-Dimethoxy-benzyl)-6,8-dimethoxy-1,2,3,4-tetrahydroisoquinoline and 2-bromoacetyl bromide with (1R,2S)-1-amino-2-indanol